describe an organic reaction: reactants, conditions, products, and yield From a dataset of the Open Reaction Database (ORD), a public repository of structured organic reaction records. The reactants are COC=1C=C(C=CC1[N+](=O)[O-])N (3-methoxy-4-nitro-phenylamine), O=[As](=O)O[As](=O)=O (arsenic pentoxide), OCC(O)CO (glycerol), S(O)(O)(=O)=O (sulfuric acid). Run in O (Water). Run at time 2 hour. Product: COC1=C(C=C2C=CC=NC2=C1)[N+](=O)[O-] (7-methoxy-6-nitro-quinoline). Yield: 55.1%. Reaction SMILES: [CH3:1][O:2][C:3]1[CH:4]=[C:5]([NH2:12])[CH:6]=[CH:7][C:8]=1[N+:9]([O-:11])=[O:10].O=[As](O[As](=O)=O)=O.O[CH2:21][CH:22]([CH2:24]O)O.S(=O)(=O)(O)O>O>[CH3:1][O:2][C:3]1[CH:4]=[C:5]2[C:6]([CH:21]=[CH:22][CH:24]=[N:12]2)=[CH:7][C:8]=1[N+:9]([O-:11])=[O:10]. Procedure details: To a mixture of 3-methoxy-4-nitro-phenylamine (13.4 g, 80.0 mmol), arsenic pentoxide (11.0 g, 48.0 mmol) and glycerol (33 mL, 216.0 mmol) at 100° C., was added, dropwise, concentrated sulfuric acid (4.7 mL, 88.0 mmol). The reaction mixture was then heated at a temperature ranging between 150 and 160° C. for 2 hours and then was cooled. Water (200 mL) was added and the resulting mixture was extracted four times with ethyl acetate. The combined organic extracts were dried over anhydrous sodium sul... Reactants: C(C)OC(C(CCCCCCCCCCSC1=CC=C(C=C1)Cl)(Cl)Cl)=O (2,2-Dichloro-12-(4-chlorophenylsulfenyl)-dodecanoic acid ethyl ester), 77, ClC1=CC=CC=C1C(=O)OO (chloroperbenzoic acid). Solvent: ClCCl (dichloromethane), ClCCl (dichloromethane). Yields the product C(C)OC(C(CCCCCCCCCCS(=O)C1=CC=C(C=C1)Cl)(Cl)Cl)=O (2,2-Dichloro-12-(4-chlorophenyl-sulfinyl)-dodecanoic acid ethyl ester). The yield is 79.8%. As a reaction SMILES: ClC1C(C(OO)=[O:9])=CC=CC=1.[CH2:12]([O:14][C:15](=[O:37])[C:16]([Cl:36])([Cl:35])[CH2:17][CH2:18][CH2:19][CH2:20][CH2:21][CH2:22][CH2:23][CH2:24][CH2:25][CH2:26][S:27][C:28]1[CH:33]=[CH:32][C:31]([Cl:34])=[CH:30][CH:29]=1)[CH3:13]>ClCCl>[CH2:12]([O:14][C:15](=[O:37])[C:16]([Cl:36])([Cl:35])[CH2:17][CH2:18][CH2:19][CH2:20][CH2:21][CH2:22][CH2:23][CH2:24][CH2:25][CH2:26][S:27]([C:28]1[CH:29]=[CH:30][C:31]([Cl:34])=[CH:32][CH:33]=1)=[O:9])[CH3:13]. Reported procedure: 0.59 g (3.41 mmol) chloroperbenzoic acid dissolved in 15 ml dichloromethane was added dropwise to a solution of 1.5 g (3.41 mmol) 104 in 30 ml dichloromethane analogously to example 25 (preparation of 77). 1.24 g (80%) 105 was obtained after flash chromatography on silica gel. 1.24 g (2.72 mmol) 105 was admixed with 5.5 ml ethanol and 5.5 ml 1 N KOH and cooled for 5 hours at room temperature. It was cooled to 0° C. and acidified with 2 N HCl. The precipitated precipitate was suction filtered, wa... The reactants are CCOC(C)=O, O=C(O)CNC(=O)OC(c1ccccc1)c1ccccc1, C(=NC1CCCCC1)=NC1CCCCC1, Oc1c(Cl)c(Cl)c(Cl)c(Cl)c1Cl. Product: O=C(CNC(=O)OC(c1ccccc1)c1ccccc1)Oc1c(Cl)c(Cl)c(Cl)c(Cl)c1Cl. Reaction SMILES: [CH3:49][CH2:50][O:51][C:52](=[O:53])[CH3:54].[CH:1]([c:2]1[cH:3][cH:4][cH:5][cH:6][cH:7]1)([c:8]1[cH:9][cH:10][cH:11][cH:12][cH:13]1)[O:14][C:15](=[O:16])[NH:17][CH2:18][C:19](=[O:20])[OH:21].[CH:34]1([N:35]=[C:36]=[N:37][CH:38]2[CH2:39][CH2:40][CH2:41][CH2:42][CH2:43]2)[CH2:44][CH2:45][CH2:46][CH2:47][CH2:48]1.[OH:22][c:23]1[c:24]([Cl:25])[c:26]([Cl:27])[c:28]([Cl:29])[c:30]([Cl:31])[c:32]1[Cl:33]>>[CH:1]([c:2]1[cH:3][cH:4][cH:5][cH:6][cH:7]1)([c:8]1[cH:9][cH:10][cH:11][cH:12][cH:13]1)[O:14][C:15](=[O:16])[NH:17][CH2:18][C:19]([O:20][c:23]1[c:24]([Cl:25])[c:26]([Cl:27])[c:28]([Cl:29])[c:30]([Cl:31])[c:32]1[Cl:33])=[O:21]. Yields the product OCC1=CC=C(C=C1)N1CCN(CC1)C(=O)OC(C)(C)C (tert-butyl 4-(4-(hydroxymethyl)phenyl)piperazine-1-carboxylate). Reported procedure: To a cooled (0° C.) solution of tert-butyl 4-(4-formylphenyl)piperazine-1-carboxylate (1.0 g, 3.44 mmol) in ether (17 mL) and THF (3 mL) was added solid lithium borohydride (38 mg, 1.72 mmol) in one portion. The reaction mixture stirred for 1 h at 0° C. before being quenched with 1 N HCl to reach pH=7. The resulting organic layer was filtered through a pad of celite and concentrated to obtain tert-butyl 4-(4-(hydroxymethyl)phenyl)piperazine-1-carboxylate as an orange solid (1 g) 1H NMR (300 MHz,... Reaction SMILES: [CH:1]([C:3]1[CH:8]=[CH:7][C:6]([N:9]2[CH2:14][CH2:13][N:12]([C:15]([O:17][C:18]([CH3:21])([CH3:20])[CH3:19])=[O:16])[CH2:11][CH2:10]2)=[CH:5][CH:4]=1)=[O:2].[BH4-].[Li+]>CCOCC.C1COCC1>[OH:2][CH2:1][C:3]1[CH:4]=[CH:5][C:6]([N:9]2[CH2:10][CH2:11][N:12]([C:15]([O:17][C:18]([CH3:21])([CH3:20])[CH3:19])=[O:16])[CH2:13][CH2:14]2)=[CH:7][CH:8]=1 |f:1.2|. Reactants: C(=O)C1=CC=C(C=C1)N1CCN(CC1)C(=O)OC(C)(C)C (tert-butyl 4-(4-formylphenyl)piperazine-1-carboxylate), [BH4-].[Li+] (lithium borohydride). Run in CCOCC (ether), C1CCOC1 (THF). Run at temperature 0 celsius, time 1 hour. Yield: 99.4%. Reactants: 1,4 di-O-tosyl-2,3-O-isopropylidene-L-threitol, O.C1(=CC=C(C=C1)S(=O)(=O)O)C (p-toluenesulfonic acid monohydrate). The solvent is C(C)O (ethanol). Product: S(=O)(=O)(C1=CC=C(C)C=C1)OC[C@@H](O)[C@H](O)COS(=O)(=O)C1=CC=C(C)C=C1 (1,4-Di-O-tosyl-D-threitol). As a reaction SMILES: [OH2:1].[C:2]1([CH3:12])[CH:7]=[CH:6][C:5]([S:8]([OH:11])(=[O:10])=[O:9])=[CH:4][CH:3]=1>C(O)C>[S:8]([O:11][CH2:7][C@H:2]([C@@H:3]([CH2:4][O:11][S:8]([C:5]1[CH:6]=[CH:7][C:2]([CH3:12])=[CH:3][CH:4]=1)(=[O:9])=[O:10])[OH:1])[OH:1])([C:5]1[CH:4]=[CH:3][C:2]([CH3:12])=[CH:7][CH:6]=1)(=[O:9])=[O:10] |f:0.1|. Reported procedure: To an ethanol (100 mL) suspension of 1,4 di-O-tosyl-2,3-O-isopropylidene-L-threitol (10.0 g, 21.25 mmol), p-toluenesulfonic acid monohydrate (0.40 g) was added, and the mixture was heated to reflux for 4 days with stirring. The reaction liquor was cooled, and then the solvent was concentrated under reduced pressure. A saturated aqueous solution of sodium hydrogen carbonate (50 mL) was added to the obtained residue, and the mixture was extracted with ethyl acetate. The extract was washed with sat...